Dataset: the Open Reaction Database (ORD), a public repository of structured organic reaction records. Task: describe an organic reaction: reactants, conditions, products, and yield Reactants: C1(=CC=CC=C1)C=1N=C(OC1C1=CC=CC=C1)C=1C(CCCC1)CC=1C(=C(C(=O)OC)C=CC1)C (methyl 3-{[2-(4,5-diphenyloxazol-2-yl)-2-cyclohexen-1-yl]methyl}-2-methylbenzoate). The solvent is CO.O1CCOCC1 (MeOH 1,4-dioxane), [OH-].[Na+] (NaOH), Cl (HCl). Conditions: temperature 70 celsius, time 1 hour. Yields the product C1(=CC=CC=C1)C=1N=C(OC1C1=CC=CC=C1)C=1C(CCCC1)CC=1C(=C(C(=O)O)C=CC1)C (3-{[2-(4,5-diphenyloxazol-2-yl)-2-cyclohexen-1-yl]-methyl}-2-methylbenzoic acid). Yield: 100.0%. RXN SMILES: [C:1]1([C:7]2[N:8]=[C:9]([C:18]3[CH:19]([CH2:24][C:25]4[C:26]([CH3:35])=[C:27]([CH:32]=[CH:33][CH:34]=4)[C:28]([O:30]C)=[O:29])[CH2:20][CH2:21][CH2:22][CH:23]=3)[O:10][C:11]=2[C:12]2[CH:17]=[CH:16][CH:15]=[CH:14][CH:13]=2)[CH:6]=[CH:5][CH:4]=[CH:3][CH:2]=1>CO.O1CCOCC1.[OH-].[Na+].Cl>[C:1]1([C:7]2[N:8]=[C:9]([C:18]3[CH:19]([CH2:24][C:25]4[C:26]([CH3:35])=[C:27]([CH:32]=[CH:33][CH:34]=4)[C:28]([OH:30])=[O:29])[CH2:20][CH2:21][CH2:22][CH:23]=3)[O:10][C:11]=2[C:12]2[CH:17]=[CH:16][CH:15]=[CH:14][CH:13]=2)[CH:2]=[CH:3][CH:4]=[CH:5][CH:6]=1 |f:1.2,3.4|. Procedure details: To a solution of methyl 3-{[2-(4,5-diphenyloxazol-2-yl)-2-cyclohexen-1-yl]methyl}-2-methylbenzoate (100 mg) in MeOH-1,4-dioxane (1:2, 4.5 ml) was added iN NaOH solution (1.0 ml) and the mixture was stirred at 70° C. for 1 hour. After cooling, the mixture was acidified with iN HCl and extracted with EtOAc. The organic layer was washed with water and brine, dried over magnesium sulfate, evaporated in vacuo to give 3-{[2-(4,5-diphenyloxazol-2-yl)-2-cyclohexen-1-yl]-methyl}-2-methylbenzoic acid (97....